This data is from the Open Reaction Database (ORD), a public repository of structured organic reaction records. The task is: describe an organic reaction: reactants, conditions, products, and yield Starting materials: BrCC1OCCO1, CCNC(=O)Nc1ccc(-c2nc3c(c(N4CCOCC4)n2)CCNC3C)cc1, Cl, [I-], [Na+]. Product: CCNC(=O)Nc1ccc(-c2nc3c(c(N4CCOCC4)n2)CCN(CC2OCCO2)C3C)cc1. Reaction SMILES: [Br:31][CH2:32][CH:33]1[O:34][CH2:35][CH2:36][O:37]1.[CH2:2]([CH3:3])[NH:4][C:5](=[O:6])[NH:7][c:8]1[cH:9][cH:10][c:11](-[c:14]2[n:15][c:16]([N:25]3[CH2:26][CH2:27][O:28][CH2:29][CH2:30]3)[c:17]3[c:18]([n:19]2)[CH:20]([CH3:24])[NH:21][CH2:22][CH2:23]3)[cH:12][cH:13]1.[ClH:1].[I-:39].[Na+:38]>>[CH2:2]([CH3:3])[NH:4][C:5](=[O:6])[NH:7][c:8]1[cH:9][cH:10][c:11](-[c:14]2[n:15][c:16]([N:25]3[CH2:26][CH2:27][O:28][CH2:29][CH2:30]3)[c:17]3[c:18]([n:19]2)[CH:20]([CH3:24])[N:21]([CH2:32][CH:33]2[O:34][CH2:35][CH2:36][O:37]2)[CH2:22][CH2:23]3)[cH:12][cH:13]1.